Dataset: the Open Reaction Database (ORD), a public repository of structured organic reaction records. Task: describe an organic reaction: reactants, conditions, products, and yield Starting materials: O (water), ClC(Cl)(OC(OC(Cl)(Cl)Cl)=O)Cl (triphosgene), N1=CC=CC=C1 (pyridine), OCCCCC(=O)OCC (Ethyl 5-hydroxypentanoate). The solvent is C(Cl)Cl (methylene chloride). Reaction conditions: temperature 0 celsius. Yields the product ClC(=O)OCCCCC(=O)OCC (ethyl 5-((chlorocarbonyl)oxy)pentanoate). The yield is 179.1%. As a reaction SMILES: [OH:1][CH2:2][CH2:3][CH2:4][CH2:5][C:6]([O:8][CH2:9][CH3:10])=[O:7].[Cl:11][C:12](Cl)([O:14]C(=O)OC(Cl)(Cl)Cl)Cl.N1C=CC=CC=1.O>C(Cl)Cl>[Cl:11][C:12]([O:1][CH2:2][CH2:3][CH2:4][CH2:5][C:6]([O:8][CH2:9][CH3:10])=[O:7])=[O:14]. Procedure details: Ethyl 5-hydroxypentanoate (1.12 g, 7.66 mmol) was dissolved in 25 mL of methylene chloride, triphosgene (772 mg, 0.34 equivalent), and pyridine (0.743 mL, 1.2 equivalent) were sequentially added while stirred at 0° C., and the mixture was stirred at room temperature for 1 hour. After completion of the reaction, water was added, and extraction operation (methylene chloride) was performed. The separated organic layer was washed using an aqueous saturated sodium chloride solution, and dried with ma... Procedure details: Part A. A mixture of 3-cyanobenzaldehyde (2.0 gm, 15.2 mmol), 1-ethoxy-1-trimethylsilyloxycyclopropane (3.44 gm, 19.73 mmol) and zinc iodide (0.12 gm, 0.38 mmol) in 30 mLs methylene chloride under a nitrogen atmosphere was stirred at ambient temperature for 18 hrs. The reaction mixture was poured into water and extracted with methylene chloride. The combined organic layers was washed with water, brine, dried over magnesium sulfate and concentrated to give the crude product as a yellow oil. The o... Yield: 38.0%. The product is C(#N)C=1C=C(C=CC1)C(CCC(=O)OCC)O[Si](C)(C)C (ethyl 3-(cyano)-gamma-(trimethylsilyloxy)benzenebutanoate). Reagents/catalysts: [I-].[Zn+2].[I-] (zinc iodide). Conditions: time 18 hour. As a reaction SMILES: [C:1]([C:3]1[CH:4]=[C:5]([CH:8]=[CH:9][CH:10]=1)[CH:6]=[O:7])#[N:2].C(OC1(O[Si:18]([CH3:21])([CH3:20])[CH3:19])CC1)C.O.[C:23]([O:26][CH2:27][CH3:28])(=[O:25])[CH3:24].[CH2:29](Cl)Cl>[I-].[Zn+2].[I-]>[C:1]([C:3]1[CH:4]=[C:5]([CH:6]([O:7][Si:18]([CH3:21])([CH3:20])[CH3:19])[CH2:29][CH2:24][C:23]([O:26][CH2:27][CH3:28])=[O:25])[CH:8]=[CH:9][CH:10]=1)#[N:2] |f:5.6.7|. Reactants: C(#N)C=1C=C(C=O)C=CC1 (3-cyanobenzaldehyde), C(C)OC1(CC1)O[Si](C)(C)C (1-ethoxy-1-trimethylsilyloxycyclopropane), C(Cl)Cl (methylene chloride), O (water), C(C)(=O)OCC (ethyl acetate). Starting materials: BrC=1C=NC=2N(C1)N=C(C2)C(=O)O (6-bromo-pyrazolo[1,5-a]pyrimidine-2-carboxylic acid), FC=1C=CC=C2CCNC(C12)C(F)(F)F (8-fluoro-1-trifluoromethyl-1,2,3,4-tetrahydro-isoquinoline). The product is BrC=1C=NC=2N(C1)N=C(C2)C(=O)N2C(C1=C(C=CC=C1CC2)F)C(F)(F)F ((6-Bromo-pyrazolo[1,5-a]pyrimidin-2-yl)-(8-fluoro-1-trifluoromethyl-3,4-dihydro-1H-isoquinolin-2-yl)-methanone). Reaction SMILES: [Br:1][C:2]1[CH:3]=[N:4][C:5]2[N:6]([N:8]=[C:9]([C:11]([OH:13])=O)[CH:10]=2)[CH:7]=1.[F:14][C:15]1[CH:16]=[CH:17][CH:18]=[C:19]2[C:24]=1[CH:23]([C:25]([F:28])([F:27])[F:26])[NH:22][CH2:21][CH2:20]2>>[Br:1][C:2]1[CH:3]=[N:4][C:5]2[N:6]([N:8]=[C:9]([C:11]([N:22]3[CH2:21][CH2:20][C:19]4[C:24](=[C:15]([F:14])[CH:16]=[CH:17][CH:18]=4)[CH:23]3[C:25]([F:26])([F:28])[F:27])=[O:13])[CH:10]=2)[CH:7]=1. Reported procedure: In close analogy to the procedure described in Example 1, 6-bromo-pyrazolo[1,5-a]pyrimidine-2-carboxylic acid is reacted with 8-fluoro-1-trifluoromethyl-1,2,3,4-tetrahydro-isoquinoline to provide the title compound in moderate yield. Starting materials: CCCC[N+](CCCC)(CCCC)CCCC, [Cl-], [F-], CC(C)(C)[Si](C)(C)OC1CN(C(=O)OCc2ccccc2)CC1CN=[N+]=[N-], [Na+], C1CCOC1. Product: [N-]=[N+]=NCC1CN(C(=O)OCc2ccccc2)CC1O. As a reaction SMILES: [CH3:29][CH2:30][CH2:31][CH2:32][N+:33]([CH2:34][CH2:35][CH2:36][CH3:37])([CH2:38][CH2:39][CH2:40][CH3:41])[CH2:42][CH2:43][CH2:44][CH3:45].[Cl-:47].[F-:28].[N:1](=[N+:2]=[N-:3])[CH2:4][CH:5]1[CH2:6][N:7]([C:18](=[O:19])[O:20][CH2:21][c:22]2[cH:23][cH:24][cH:25][cH:26][cH:27]2)[CH2:8][CH:9]1[O:10][Si:11]([C:12]([CH3:13])([CH3:14])[CH3:15])([CH3:16])[CH3:17].[Na+:46].[O:48]1[CH2:49][CH2:50][CH2:51][CH2:52]1>>[N:1](=[N+:2]=[N-:3])[CH2:4][CH:5]1[CH2:6][N:7]([C:18](=[O:19])[O:20][CH2:21][c:22]2[cH:23][cH:24][cH:25][cH:26][cH:27]2)[CH2:8][CH:9]1[OH:10]. The reactants are N#Cc1ccccc1-c1ccc(CBr)cc1, O=C([O-])[O-], CCC1(Cc2cccc(C(=O)OC)c2N)OCCO1, CN(C)C=O, CCOC(C)=O, [K+], [K+]. Product: CCC1(Cc2cccc(C(=O)OC)c2NCc2ccc(-c3ccccc3C#N)cc2)OCCO1. Reaction SMILES: [C:20](#[N:21])[c:22]1[c:23](-[c:28]2[cH:29][cH:30][c:31]([CH2:34][Br:35])[cH:32][cH:33]2)[cH:24][cH:25][cH:26][cH:27]1.[C:36](=[O:37])([O-:38])[O-:39].[CH2:1]1[CH2:2][O:3][C:4]([CH2:5][c:6]2[c:7]([NH2:16])[c:8]([C:12](=[O:13])[O:14][CH3:15])[cH:9][cH:10][cH:11]2)([CH2:17][CH3:18])[O:19]1.[CH3:42][N:43]([CH3:44])[CH:45]=[O:46].[CH3:47][CH2:48][O:49][C:50](=[O:51])[CH3:52].[K+:40].[K+:41]>>[CH2:1]1[CH2:2][O:3][C:4]([CH2:5][c:6]2[c:7]([NH:16][CH2:34][c:31]3[cH:30][cH:29][c:28](-[c:23]4[c:22]([C:20]#[N:21])[cH:27][cH:26][cH:25][cH:24]4)[cH:33][cH:32]3)[c:8]([C:12](=[O:13])[O:14][CH3:15])[cH:9][cH:10][cH:11]2)([CH2:17][CH3:18])[O:19]1. Starting materials: OS(=O)(=O)[O-].[K+].[O-]S(=O)(=O)[O-].[Na+].[Na+] (KHSO4 Na2SO4), C[Si](CCS)(C)C (2-(Trimethylsilyl)ethane thiol), CC1(C2=C(C(=CC=C2)P(C3=CC=CC=C3)C4=CC=CC=C4)OC5=C(C=CC=C51)P(C6=CC=CC=C6)C7=CC=CC=C7)C (Xantphos), CCN(C(C)C)C(C)C (DIPEA), C(C)(C)(C)OC(=O)N1C[C@@H](CC1)C1=CC=C(C=C1)Br ((S)-3-(4-bromo-phenyl)-pyrrolidine-1-carboxylic acid tert-butyl ester). The reagents and catalysts are C=1C=CC(=CC1)/C=C/C(=O)/C=C/C2=CC=CC=C2.C=1C=CC(=CC1)/C=C/C(=O)/C=C/C2=CC=CC=C2.C=1C=CC(=CC1)/C=C/C(=O)/C=C/C2=CC=CC=C2.[Pd].[Pd] (Pd2(dba)3). Solvent: O1CCOCC1 (1,4-dioxane). Conditions: temperature 97.5 celsius. The product is C(C)(C)(C)OC(=O)N1C[C@@H](CC1)C1=CC=C(C=C1)SCC[Si](C)(C)C ((S)-3-[4-(2-trimethylsilanyl-ethylsulfanyl)-phenyl]-pyrrolidine-1-carboxylic acid tert-butyl ester). Yield: 100.3%. RXN SMILES: [CH3:1][Si:2]([CH3:7])([CH3:6])[CH2:3][CH2:4][SH:5].CC1(C)C2C(=C(P(C3C=CC=CC=3)C3C=CC=CC=3)C=CC=2)OC2C(P(C3C=CC=CC=3)C3C=CC=CC=3)=CC=CC1=2.CCN(C(C)C)C(C)C.[C:59]([O:63][C:64]([N:66]1[CH2:70][CH2:69][C@@H:68]([C:71]2[CH:76]=[CH:75][C:74](Br)=[CH:73][CH:72]=2)[CH2:67]1)=[O:65])([CH3:62])([CH3:61])[CH3:60].OS([O-])(=O)=O.[K+].[O-]S([O-])(=O)=O.[Na+].[Na+]>O1CCOCC1.C1C=CC(/C=C/C(/C=C/C2C=CC=CC=2)=O)=CC=1.C1C=CC(/C=C/C(/C=C/C2C=CC=CC=2)=O)=CC=1.C1C=CC(/C=C/C(/C=C/C2C=CC=CC=2)=O)=CC=1.[Pd].[Pd]>[C:59]([O:63][C:64]([N:66]1[CH2:70][CH2:69][C@@H:68]([C:71]2[CH:76]=[CH:75][C:74]([S:5][CH2:4][CH2:3][Si:2]([CH3:7])([CH3:6])[CH3:1])=[CH:73][CH:72]=2)[CH2:67]1)=[O:65])([CH3:62])([CH3:60])[CH3:61] |f:4.5.6.7.8,10.11.12.13.14|. Reported procedure: 2-(Trimethylsilyl)ethane thiol (0.33 mL, 2.1 mmol), Pd2(dba)3 (183.9 mg), Xantphos (231.4 mg) and DIPEA (0.296 mL) were added to a solution of (S)-3-(4-bromo-phenyl)-pyrrolidine-1-carboxylic acid tert-butyl ester (528 mg, 1.618 mmol) in 1,4-dioxane (7 mL) under nitrogen atmosphere. The reaction mixture was heated at 95-100° C. for 20 hours. After cooling to room temperature, a solution of 10% KHSO4/Na2SO4 was added and the mixture was extracted with EtOAc. The combined organic extracts were wash...